Dataset: the Open Reaction Database (ORD), a public repository of structured organic reaction records. Task: describe an organic reaction: reactants, conditions, products, and yield Starting materials: O=C([O-])[O-], [Cu], Ic1ccc(-c2ccc(I)cc2)cc1, [K+], [K+], c1ccc(Nc2ccccc2)cc1, O=[N+]([O-])c1ccccc1. Yields the product Ic1ccc(-c2ccc(N(c3ccccc3)c3ccccc3)cc2)cc1. Reaction SMILES: [C:28](=[O:29])([O-:30])[O-:31].[Cu:34].[I:14][c:15]1[cH:16][cH:17][c:18](-[c:21]2[cH:22][cH:23][c:24]([I:27])[cH:25][cH:26]2)[cH:19][cH:20]1.[K+:32].[K+:33].[NH:1]([c:2]1[cH:3][cH:4][cH:5][cH:6][cH:7]1)[c:8]1[cH:9][cH:10][cH:11][cH:12][cH:13]1.[O-:35][N+:36]([c:37]1[cH:38][cH:39][cH:40][cH:41][cH:42]1)=[O:43]>>[N:1]([c:2]1[cH:3][cH:4][cH:5][cH:6][cH:7]1)([c:8]1[cH:9][cH:10][cH:11][cH:12][cH:13]1)[c:15]1[cH:16][cH:17][c:18](-[c:21]2[cH:22][cH:23][c:24]([I:27])[cH:25][cH:26]2)[cH:19][cH:20]1.